Dataset: the Open Reaction Database (ORD), a public repository of structured organic reaction records. Task: describe an organic reaction: reactants, conditions, products, and yield Starting materials: C1=CC=C(C=C1)S(=O)(=O)Cl (benzenesulfochloride), O1CCCC1 (tetrahydrofurane), 10, N1C(NCCC1)=O (1,3-diaza-cyclohexane-2-one), O1CCCC1 (tetrahydrofurane), C(Cl)(Cl)Cl (chloroform). Run in C(C)N(CC)CC (triethylamine). Conditions: time 30 minute. The product is C1(=CC=CC=C1)S(=O)(=O)N1C(NCCC1)=O (1-Phenylsulfonyl-2-oxo-1,3-diaza-cyclohexane). Reaction SMILES: [CH:1]1[CH:6]=[CH:5][C:4]([S:7](Cl)(=[O:9])=[O:8])=[CH:3][CH:2]=1.O1CCCC1.[NH:16]1[CH2:21][CH2:20][CH2:19][NH:18][C:17]1=[O:22].C(Cl)(Cl)Cl>C(N(CC)CC)C>[C:4]1([S:7]([N:16]2[CH2:21][CH2:20][CH2:19][NH:18][C:17]2=[O:22])(=[O:9])=[O:8])[CH:5]=[CH:6][CH:1]=[CH:2][CH:3]=1. Reported procedure: 20.4 parts by weight of benzenesulfochloride in 20 parts by volume of tetrahydrofurane were added dropwise at 10°-15°C over the course of 15 minutes to a stirred mixture of 10 parts by weight of 1,3-diaza-cyclohexane-2-one, 80 parts by volume of tetrahydrofurane and 80 parts by volume of chloroform, followed by 10.1 parts by weight of triethylamine at the same temperature. The mixture was stirred at 10°-15°C for 30 minutes and then overnight at 50°C. Subsequently the mixture was evaporated to dr...